From a dataset of the Open Reaction Database (ORD), a public repository of structured organic reaction records. describe an organic reaction: reactants, conditions, products, and yield The reactants are O=C([O-])O, C1CCOC1, ClC(Cl)(Cl)c1nc2ccccc2[nH]1, [Na+], CCCNC1CC(C(=O)N2CCOCC2)CN(C(=O)OC(C)(C)C)C1, O. Product: CCCN(C(=O)c1nc2ccccc2[nH]1)C1CC(C(=O)N2CCOCC2)CN(C(=O)OC(C)(C)C)C1. RXN SMILES: [C:45](=[O:46])([OH:47])[O-:48].[CH2:40]1[O:41][CH2:42][CH2:43][CH2:44]1.[Cl:1][C:2]([c:3]1[n:4][c:5]2[c:6]([nH:7]1)[cH:8][cH:9][cH:10][cH:11]2)([Cl:12])[Cl:13].[Na+:49].[O:14]1[CH2:15][CH2:16][N:17]([C:20](=[O:21])[CH:22]2[CH2:23][N:24]([C:32](=[O:33])[O:34][C:35]([CH3:36])([CH3:37])[CH3:38])[CH2:25][CH:26]([NH:28][CH2:29][CH2:30][CH3:31])[CH2:27]2)[CH2:18][CH2:19]1.[OH2:39]>>[C:2]([c:3]1[nH:4][c:5]2[c:6]([n:7]1)[cH:8][cH:9][cH:10][cH:11]2)([N:28]([CH:26]1[CH2:25][N:24]([C:32](=[O:33])[O:34][C:35]([CH3:36])([CH3:37])[CH3:38])[CH2:23][CH:22]([C:20]([N:17]2[CH2:16][CH2:15][O:14][CH2:19][CH2:18]2)=[O:21])[CH2:27]1)[CH2:29][CH2:30][CH3:31])=[O:39]. The reactants are N1=CC=C(C=C1)CCN(C(=O)C=1C=CC2=C(CN(C(C(N2)CC(=O)OC)=O)C)C1)CCC1=CC=NC=C1 (methyl (±)-7-[[bis[2-(4-pyridinyl)ethyl]amino]carbonyl]-4-methyl-3-oxo-2,3,4,5-tetrahydro-1H-1,4-benzodiazepine-2-acetate). The reagents and catalysts are O=[Pt]=O (PtO2). Solvent: CO (MeOH). Conditions: time 5 hour. The product is N1CCC(CC1)CCN(C(=O)C=1C=CC2=C(CN(C(C(N2)CC(=O)OC)=O)C)C1)CCC1CCNCC1 (Methyl (±)-7-[[bis[2-(4-piperidinyl)ethyl]amino]carbonyl]-4-methyl-3-oxo-2,3,4,5-tetrahydro-1H-1,4-benzodiazepine-2-acetate). Isolated yield 179.7%. Reaction SMILES: [N:1]1[CH:6]=[CH:5][C:4]([CH2:7][CH2:8][N:9]([CH2:30][CH2:31][C:32]2[CH:37]=[CH:36][N:35]=[CH:34][CH:33]=2)[C:10]([C:12]2[CH:13]=[CH:14][C:15]3[NH:21][CH:20]([CH2:22][C:23]([O:25][CH3:26])=[O:24])[C:19](=[O:27])[N:18]([CH3:28])[CH2:17][C:16]=3[CH:29]=2)=[O:11])=[CH:3][CH:2]=1>O=[Pt]=O.CO>[NH:35]1[CH2:36][CH2:37][CH:32]([CH2:31][CH2:30][N:9]([CH2:8][CH2:7][CH:4]2[CH2:3][CH2:2][NH:1][CH2:6][CH2:5]2)[C:10]([C:12]2[CH:13]=[CH:14][C:15]3[NH:21][CH:20]([CH2:22][C:23]([O:25][CH3:26])=[O:24])[C:19](=[O:27])[N:18]([CH3:28])[CH2:17][C:16]=3[CH:29]=2)=[O:11])[CH2:33][CH2:34]1. Reported procedure: A mixture of methyl (±)-7-[[bis[2-(4-pyridinyl)ethyl]amino]carbonyl]-4-methyl-3-oxo-2,3,4,5-tetrahydro-1H-1,4-benzodiazepine-2-acetate (0.35 g, 0.65 mmole), PtO2 (0.11 g, 0.48 mmole), 1.0 N HCI (1.3 mL, 1.3 mmole), and MeOH (30 mL) was hydrogenated at 45 psi in a Parr apparatus. After 5 h, the reaction mixture was filtered through celite® and concentrated to give the crude title compound (0.6 g) which was used without further purification. MS(ES) m/e 514.4 (M+H)+.